This data is from the Open Reaction Database (ORD), a public repository of structured organic reaction records. The task is: describe an organic reaction: reactants, conditions, products, and yield The reactants are CO, N, Cc1ccc(S(=O)(=O)n2ccc3c(C#N)cccc32)cc1. Yields the product Cc1ccc(S(=O)(=O)n2ccc3c(CN)cccc32)cc1. Reaction SMILES: [CH3:23][OH:24].[NH3:22].[S:1](=[O:2])(=[O:3])([c:4]1[cH:5][cH:6][c:7]([CH3:8])[cH:9][cH:10]1)[n:11]1[cH:12][cH:13][c:14]2[c:15]([C:20]#[N:21])[cH:16][cH:17][cH:18][c:19]12>>[S:1](=[O:2])(=[O:3])([c:4]1[cH:5][cH:6][c:7]([CH3:8])[cH:9][cH:10]1)[n:11]1[cH:12][cH:13][c:14]2[c:15]([CH2:20][NH2:21])[cH:16][cH:17][cH:18][c:19]12. The reactants are BrC1=CC=C(C=C1)CCCOCC1=CC=CC=C1 (benzyl 3-(4-bromophenyl)propyl ether), C(CCC)[Li] (n-butyllithium), CN(C=O)C (N,N-dimethylformamide). The solvent is O1CCCC1 (tetrahydrofuran). Conditions: time 15 minute. Product: C(C1=CC=CC=C1)OCCCC1=CC=C(C=O)C=C1 (4-[3-(Benzyloxy)propyl]benzaldehyde). RXN SMILES: Br[C:2]1[CH:7]=[CH:6][C:5]([CH2:8][CH2:9][CH2:10][O:11][CH2:12][C:13]2[CH:18]=[CH:17][CH:16]=[CH:15][CH:14]=2)=[CH:4][CH:3]=1.C([Li])CCC.CN(C)[CH:26]=[O:27]>O1CCCC1>[CH2:12]([O:11][CH2:10][CH2:9][CH2:8][C:5]1[CH:6]=[CH:7][C:2]([CH:26]=[O:27])=[CH:3][CH:4]=1)[C:13]1[CH:18]=[CH:17][CH:16]=[CH:15][CH:14]=1. Procedure details: To a solution of benzyl 3-(4-bromophenyl)propyl ether (3.59 g, 11.77 mmol) in tetrahydrofuran (32 mL) at −75° C. under an argon atmosphere was added n-butyllithium (1.6 M in hexane, 8.83 mL). The solution was stirred for 15 min, and N,N-dimethylformamide (1.09 mL, 14.13 mmol) was added dropwise. The reaction was stirred for another 30 min and than warmed to room temperature, quenched with aqueous ammonium chloride solution, extracted with tert-butyl methyl ether and concentrated in vacuo. The cr... Starting materials: CCOC(=O)C.CCCCCC (EtOAc Hexane), [Si](C)(C)(C(C)(C)C)OC1(CCC1)CC(CO)O (3-(1-(tert-butyldimethylsilyloxy)cyclobutyl)propane-1,2-diol), C1CCOC1.CC(C)(C)O.O (THF t-BuOH H2O), I(=O)(=O)(=O)[O-].[Na+] (Sodium periodate). Run in O (H2O). Reaction conditions: time 1.5 hour. Product: [Si](C)(C)(C(C)(C)C)OC1(CCC1)CC=O (2-(1-(tert-butyldimethylsilyloxy)cyclobutyl) acetaldehyde). The yield is 96.4%. As a reaction SMILES: [Si:1]([O:8][C:9]1([CH2:13][CH:14]([OH:17])CO)[CH2:12][CH2:11][CH2:10]1)([C:4]([CH3:7])([CH3:6])[CH3:5])([CH3:3])[CH3:2].C1COCC1.CC(O)(C)C.O.I([O-])(=O)(=O)=O.[Na+].CCOC(C)=O.CCCCCC>O>[Si:1]([O:8][C:9]1([CH2:13][CH:14]=[O:17])[CH2:10][CH2:11][CH2:12]1)([C:4]([CH3:7])([CH3:6])[CH3:5])([CH3:3])[CH3:2] |f:1.2.3,4.5,6.7|. Procedure: To a 2 L round bottomed flask was added 3-(1-(tert-butyldimethylsilyloxy)cyclobutyl)propane-1,2-diol (80.0 g, 307 mmol) and THF/t-BuOH/H2O (1:1:2, 2 L). Sodium periodate (120.15 g, 562 mmol) was added and the reaction was stirred at RT. After addition the solution became yellow and thickened. The stirrer was adjusted to maintain stirring. After 1.5 h, the reaction is complete as monitored by TLC (10% EtOAc/Hexane). 300 mL H2O was added to the reaction and the aqueous solution was extracted with ...